From a dataset of the Open Reaction Database (ORD), a public repository of structured organic reaction records. describe an organic reaction: reactants, conditions, products, and yield Reaction SMILES: [CH3:17][C:18](=[O:19])[OH:20].[CH3:1][O:2][c:3]1[cH:4][cH:5][c:6]([OH:11])[c:7]([CH:8]=[O:9])[cH:10]1.[OH2:12].[OH:13][N+:14]([O-:15])=[O:16]>>[CH3:1][O:2][c:3]1[cH:4][c:5]([N+:14](=[O:13])[O-:15])[c:6]([OH:11])[c:7]([CH:8]=[O:9])[cH:10]1. Reactants: CC(=O)O, COc1ccc(O)c(C=O)c1, O, O=[N+]([O-])O. Yields the product COc1cc(C=O)c(O)c([N+](=O)[O-])c1. The reactants are Cl (hydrochloric acid), COC(C1=C(C=CC(=C1)CCC1=C(C=CC(=C1)OC)OC)NC(C)=O)=O (5-[2-(2,5-dimethoxyphenyl)ethyl]-2-acetylamino benzoic acid methylester), [OH-].[Na+] (sodium hydroxide). Run in CO (methanol). Conditions: time 48 hour. The product is COC(C1=C(C=CC(=C1)CCC1=C(C=CC(=C1)OC)OC)N)=O (5-[2-(2,5-Dimethoxyphenyl)ethyl]-2-amino Benzoic Acid Methylester). Reaction SMILES: [CH3:1][O:2][C:3](=[O:26])[C:4]1[CH:9]=[C:8]([CH2:10][CH2:11][C:12]2[CH:17]=[C:16]([O:18][CH3:19])[CH:15]=[CH:14][C:13]=2[O:20][CH3:21])[CH:7]=[CH:6][C:5]=1[NH:22]C(=O)C.Cl.[OH-].[Na+]>CO>[CH3:1][O:2][C:3](=[O:26])[C:4]1[CH:9]=[C:8]([CH2:10][CH2:11][C:12]2[CH:17]=[C:16]([O:18][CH3:19])[CH:15]=[CH:14][C:13]=2[O:20][CH3:21])[CH:7]=[CH:6][C:5]=1[NH2:22] |f:2.3|. Procedure details: 87 mg of 5-[2-(2,5-dimethoxyphenyl)ethyl]-2-acetylamino benzoic acid methylester are dissolved in 6 ml of methanol, treated with 1 ml of 4 N hydrochloric acid and stirred for 48 hours at room temperature. The mixture is neutralised by addition of 2 N aqueous sodium hydroxide solution and extracted with ethyl acetate. The combined organic layers are dried over magnesium sulfate and concentrated in vacuo. Purification by chromatography on silica gel (hexane/ethyl acetate=6/1) yields the title comp...